This data is from the Open Reaction Database (ORD), a public repository of structured organic reaction records. The task is: describe an organic reaction: reactants, conditions, products, and yield The reactants are CCCC[N+](CCCC)(CCCC)CCCC, CCOC(C)=O, [F-], C1CCOC1, CCCC(=O)Nc1nn(COCC[Si](C)(C)C)c2cc(-c3ccc(OCc4ccccc4)cc3)c(-c3cccnc3)cc12. Yields the product CCCC(=O)Nc1n[nH]c2cc(-c3ccc(OCc4ccccc4)cc3)c(-c3cccnc3)cc12. As a reaction SMILES: [CH3:2][CH2:3][CH2:4][CH2:5][N+:6]([CH2:7][CH2:8][CH2:9][CH3:10])([CH2:11][CH2:12][CH2:13][CH3:14])[CH2:15][CH2:16][CH2:17][CH3:18].[CH3:62][CH2:63][O:64][C:65](=[O:66])[CH3:67].[F-:1].[O:68]1[CH2:69][CH2:70][CH2:71][CH2:72]1.[n:19]1[cH:20][c:21](-[c:25]2[cH:26][c:27]3[c:28]([NH:56][C:57]([CH2:58][CH2:59][CH3:60])=[O:61])[n:29][n:30]([CH2:48][O:49][CH2:50][CH2:51][Si:52]([CH3:53])([CH3:54])[CH3:55])[c:31]3[cH:32][c:33]2-[c:34]2[cH:35][cH:36][c:37]([O:40][CH2:41][c:42]3[cH:43][cH:44][cH:45][cH:46][cH:47]3)[cH:38][cH:39]2)[cH:22][cH:23][cH:24]1>>[n:19]1[cH:20][c:21](-[c:25]2[cH:26][c:27]3[c:28]([NH:56][C:57]([CH2:58][CH2:59][CH3:60])=[O:61])[n:29][nH:30][c:31]3[cH:32][c:33]2-[c:34]2[cH:35][cH:36][c:37]([O:40][CH2:41][c:42]3[cH:43][cH:44][cH:45][cH:46][cH:47]3)[cH:38][cH:39]2)[cH:22][cH:23][cH:24]1. Starting materials: CC(=O)OI1(C=2C=CC=CC2C(=O)O1)(OC(=O)C)OC(=O)C (Dess-Martin periodinane), OCCC=1C=C(SC1)CN1CCC2(CN(CCO2)C(=O)C=2N=C(SC2)C(C)C)CC1 ((9-((4-(2-Hydroxyethyl)thiophen-2-yl)methyl)-1-oxa-4,9-diazaspiro[5.5]undecan-4-yl)(2-isopropylthiazol-4-yl)methanone), FC(C(=O)O)(F)F (trifluoroacetic acid), S(=S)(=O)([O-])[O-].[Na+].[Na+] (sodium thiosulphate), C([O-])(O)=O.[Na+] (sodium bicarbonate). Solvent: C(Cl)Cl (DCM), C(C)(=O)OCC (ethyl acetate). Run at time 1 hour. Product: C(C)(C)C=1SC=C(N1)C(=O)N1CCOC2(C1)CCN(CC2)CC2=CC(=CS2)CC=O (2-(5-((4-(2-Isopropylthiazole-4-carbonyl)-1-oxa-4,9-diazaspiro[5.5]undecan-9-yl)methyl)thiophen-3-yl)acetaldehyde). As a reaction SMILES: CC(OI1(OC(C)=O)(OC(C)=O)OC(=O)C2C=CC=CC1=2)=O.[OH:23][CH2:24][CH2:25][C:26]1[CH:27]=[C:28]([CH2:31][N:32]2[CH2:52][CH2:51][C:35]3([O:40][CH2:39][CH2:38][N:37]([C:41]([C:43]4[N:44]=[C:45]([CH:48]([CH3:50])[CH3:49])[S:46][CH:47]=4)=[O:42])[CH2:36]3)[CH2:34][CH2:33]2)[S:29][CH:30]=1.FC(F)(F)C(O)=O.S([O-])([O-])(=O)=S.[Na+].[Na+].C(=O)(O)[O-].[Na+]>C(Cl)Cl.C(OCC)(=O)C>[CH:48]([C:45]1[S:46][CH:47]=[C:43]([C:41]([N:37]2[CH2:36][C:35]3([CH2:34][CH2:33][N:32]([CH2:31][C:28]4[S:29][CH:30]=[C:26]([CH2:25][CH:24]=[O:23])[CH:27]=4)[CH2:52][CH2:51]3)[O:40][CH2:39][CH2:38]2)=[O:42])[N:44]=1)([CH3:50])[CH3:49] |f:3.4.5,6.7|. Procedure: Dess-Martin periodinane (0.25 g) was added to a stirred solution of (9-((4-(2-hydroxyethyl)thiophen-2-yl)methyl)-1-oxa-4,9-diazaspiro[5.5]undecan-4-yl)(2-isopropylthiazol-4-yl)methanone (example 36, step b) (0.17 g) and trifluoroacetic acid (0.07 mL) in DCM (5 mL). After 1 h, ethyl acetate (30 mL) was added followed by a mixture of saturated sodium thiosulphate solution (5 mL) and saturated sodium bicarbonate solution (5 mL). The reaction mixture was shaken well and separated. The ethyl acetate ... The reactants are CC1=NOC(=C1)C1C(CCCC1(C)C)=C (3-methyl-5-[2-methylene-6,6-dimethyl-cyclohexyl]-isoxazole), [OH-].[K+] (KOH). The reagents and catalysts are [Ni] (Raney nickel). The solvent is C(C)O (ethanol). The product is C=C1C(C(CCC1)(C)C)C(C=CC)=O (2-Methylene-6,6-dimethyl-1-[but-2-enoyl]-cyclohexane). Isolated yield 104.2%. As a reaction SMILES: [CH3:1][C:2]1[CH:6]=[C:5]([CH:7]2[C:12]([CH3:14])([CH3:13])[CH2:11][CH2:10][CH2:9][C:8]2=[CH2:15])[O:4]N=1.[OH-].[K+]>C(O)C.[Ni]>[CH2:15]=[C:8]1[CH2:9][CH2:10][CH2:11][C:12]([CH3:14])([CH3:13])[CH:7]1[C:5](=[O:4])[CH:6]=[CH:2][CH3:1] |f:1.2|. Procedure details: 4.1 g of 3-methyl-5-[2-methylene-6,6-dimethyl-cyclohexyl]-isoxazole in 10 ml of anhydrous ethanol were subjected to a hydrogenation in the presence of a small amount of Raney nickel and of KOH. After absorption of 440 ml of hydrogen (corresponding to about 90% of the theoretical amount) the solution was filtered, washed until neutrality and concentrated to yield an oily residue (4 g). By separation by means of vapour phase chromatography ("Carbowax" column, 1.5 m) there was obtained in a yield o... Starting materials: C1CCOC1, CO, COC(=O)c1ccc(COc2cccc(Cl)c2)cc1, [Li+], [OH-], O, O=C(O)CC(O)(CC(=O)O)C(=O)O. The product is O=C(O)c1ccc(COc2cccc(Cl)c2)cc1. As a reaction SMILES: [CH2:35]1[O:36][CH2:37][CH2:38][CH2:39]1.[CH3:40][OH:41].[Cl:1][c:2]1[cH:3][c:4]([O:5][CH2:6][c:7]2[cH:8][cH:9][c:10]([C:11](=[O:12])[O:13][CH3:14])[cH:15][cH:16]2)[cH:17][cH:18][cH:19]1.[Li+:21].[OH-:20].[OH2:42].[OH:22][C:23]([CH2:24][C:25]([C:26](=[O:27])[OH:28])([CH2:29][C:30](=[O:31])[OH:32])[OH:33])=[O:34]>>[Cl:1][c:2]1[cH:3][c:4]([O:5][CH2:6][c:7]2[cH:8][cH:9][c:10]([C:11](=[O:12])[OH:13])[cH:15][cH:16]2)[cH:17][cH:18][cH:19]1. The reactants are COC(=O)c1ccc(C(C)=O)c(O)c1, CCO, Cl, NO, [Na+], [OH-]. Product: COC(=O)c1ccc(C(C)=NO)c(O)c1. Reaction SMILES: [C:1]([CH3:2])(=[O:3])[c:4]1[c:5]([OH:14])[cH:6][c:7]([C:8](=[O:9])[O:10][CH3:11])[cH:12][cH:13]1.[CH3:15][CH2:16][OH:17].[ClH:18].[NH2:19][OH:20].[Na+:22].[OH-:21]>>[C:1]([CH3:2])([c:4]1[c:5]([OH:14])[cH:6][c:7]([C:8](=[O:9])[O:10][CH3:11])[cH:12][cH:13]1)=[N:19][OH:20]. Reactants: [N+](=O)([O-])C=1C=C(C(=NC1)N)C#C[Si](C)(C)C (5-Nitro-3-trimethylsilanylethynyl-pyridin-2-ylamine), [OH-].[Na+] (sodium hydroxide). Solvent: C(C)O (ethanol). Reaction conditions: temperature 140 celsius, time 30 minute. The product is [N+](=O)([O-])C=1C=C2C(=NC1)NC=C2 (5-Nitro-1H-pyrrolo[2,3-b]pyridine). RXN SMILES: [N+:1]([C:4]1[CH:5]=[C:6]([C:11]#[C:12][Si](C)(C)C)[C:7]([NH2:10])=[N:8][CH:9]=1)([O-:3])=[O:2].[OH-].[Na+]>C(O)C>[N+:1]([C:4]1[CH:5]=[C:6]2[CH:11]=[CH:12][NH:10][C:7]2=[N:8][CH:9]=1)([O-:3])=[O:2] |f:1.2|. Reported procedure: To a solution of 500 mg 5-Nitro-3-trimethylsilanylethynyl-pyridin-2-ylamine in 4 ml ethanol were added 93.5 mg sodium hydroxide, and the mixture was stirred under irradiation in a microwave-oven for 30 minutes (min) at 140° C. 20 equal batches of this kind were combined and evaporated. The residue was dissolved in 100 ml conc. hydrochloric acid and stirred for 30 min at RT. It was again evaporated and the residue was refluxed with THF for 30 min. Insoluble parts were removed by filtration, the f... Starting materials: C(=O)([O-])[O-].[Cs+].[Cs+] (Cs2CO3), [OH-].[Na+] (NaOH), ClC1=CC=C(C=C1)C1=CC2=C(C(N(C=C2)C2=CC(=C(C=C2)O)OC)=O)S1 (2-(4-chloro-phenyl)-6-(4-hydroxy-3-methoxy-phenyl)-6H-thieno[2,3-c]pyridin-7-one), CN1[C@@H](COCC1=O)COS(=O)(=O)C1=CC=C(C=C1)C (toluene-4-sulfonic acid (S)-4-methyl-5-oxo-morpholin-3-ylmethyl ester). The solvent is CC#N (CH3CN). Run at time 1 hour. Product: ClC1=CC=C(C=C1)C1=CC2=C(C(N(C=C2)C2=CC(=C(C=C2)OC[C@H]2N(C(COC2)=O)C)OC)=O)S1 (2-(4-Chloro-phenyl)-6-[3-methoxy-4-((S)-4-methyl-5-oxo-morpholin-3-ylmethoxy)-phenyl]-6H-thieno[2,3-c]pyridin-7-one). As a reaction SMILES: C([O-])([O-])=O.[Cs+].[Cs+].[Cl:7][C:8]1[CH:13]=[CH:12][C:11]([C:14]2[S:32][C:17]3[C:18](=[O:31])[N:19]([C:22]4[CH:27]=[CH:26][C:25]([OH:28])=[C:24]([O:29][CH3:30])[CH:23]=4)[CH:20]=[CH:21][C:16]=3[CH:15]=2)=[CH:10][CH:9]=1.[CH3:33][N:34]1[C:39](=[O:40])[CH2:38][O:37][CH2:36][C@H:35]1[CH2:41]OS(C1C=CC(C)=CC=1)(=O)=O.[OH-].[Na+]>CC#N>[Cl:7][C:8]1[CH:9]=[CH:10][C:11]([C:14]2[S:32][C:17]3[C:18](=[O:31])[N:19]([C:22]4[CH:27]=[CH:26][C:25]([O:28][CH2:41][C@@H:35]5[CH2:36][O:37][CH2:38][C:39](=[O:40])[N:34]5[CH3:33])=[C:24]([O:29][CH3:30])[CH:23]=4)[CH:20]=[CH:21][C:16]=3[CH:15]=2)=[CH:12][CH:13]=1 |f:0.1.2,5.6|. Procedure: Add Cs2CO3 (339 mg, 1.04 mmol) to a slurry of 2-(4-chloro-phenyl)-6-(4-hydroxy-3-methoxy-phenyl)-6H-thieno[2,3-c]pyridin-7-one, (Preparation 47) (200 mg, 0.522 mmol), in 10 mL CH3CN (10 mL). Stir 1 h and then add toluene-4-sulfonic acid (S)-4-methyl-5-oxo-morpholin-3-ylmethyl ester (172 mg, 0.57 mmol). Warm to reflux overnight. Cool to RT, pour into 1 M NaOH (100 mL) and extract with CH2Cl2 (3×100 mL). Wash the combined organic extracts with brine (100 mL). Purify via silica gel chromatography u...